Dataset: the Open Reaction Database (ORD), a public repository of structured organic reaction records. Task: describe an organic reaction: reactants, conditions, products, and yield The reactants are C(#N)C=1C=C(C=CC1N=CN(C)C)NC(C#CC)=O (but-2-ynoic acid [3-cyano-4-(dimethylamino-methyleneamino)-phenyl]-amide), Cl.Cl.CN(C1=CC(=CC=C1)N)C (N, N-dimethyl-1,3-phenylenediamine dihydrochloride), C([O-])([O-])=O.[K+].[K+] (potassium carbonate). The solvent is C(C)(=O)O (acetic acid), C(C)#N (acetonitrile). The product is CN(C=1C=C(C=CC1)NC1=NC=NC2=CC=C(C=C12)NC(C#CC)=O)C (But-2-ynoic acid [4-(3-dimethylamino-phenylamino)-quinazolin-6-yl]-amide). Yield: 58.5%. As a reaction SMILES: [C:1]([C:3]1[CH:4]=[C:5]([NH:14][C:15](=[O:19])[C:16]#[C:17][CH3:18])[CH:6]=[CH:7][C:8]=1[N:9]=[CH:10][N:11](C)C)#[N:2].Cl.Cl.[CH3:22][N:23]([CH3:31])[C:24]1[CH:29]=[CH:28][CH:27]=[C:26](N)[CH:25]=1.C(=O)([O-])[O-].[K+].[K+]>C(O)(=O)C.C(#N)C>[CH3:22][N:23]([CH3:31])[C:24]1[CH:25]=[C:26]([NH:2][C:1]2[C:3]3[C:8](=[CH:7][CH:6]=[C:5]([NH:14][C:15](=[O:19])[C:16]#[C:17][CH3:18])[CH:4]=3)[N:9]=[CH:10][N:11]=2)[CH:27]=[CH:28][CH:29]=1 |f:1.2.3,4.5.6|. Reported procedure: A mixture of 2.54 grams (0.01 moles) of but-2-ynoic acid [3-cyano-4-(dimethylamino-methyleneamino)-phenyl]-amide, 2.40 grams (0.0115 moles) of N, N-dimethyl-1,3-phenylenediamine dihydrochloride, and 1.59 grams (0.0115 moles) of potassium carbonate in 2.5 mL of glacial acetic acid and 5 mL of acetonitrile was refluxed for an hour. On cooling the solid was filtered and recrystallized from methyl cellusolve to give 2.02 grams (58%) of the desired product, which melted at 252-254° C. MS M+H=346.1. Starting materials: C1CCOC1, CI, Cn1nnc(N(Cc2cc(C(F)(F)F)cc(C(F)(F)F)c2)Cc2cc(C(F)(F)F)ccc2C(O)C2CCCCC2)n1, [H-], [Na+]. Yields the product COC(c1ccc(C(F)(F)F)cc1CN(Cc1cc(C(F)(F)F)cc(C(F)(F)F)c1)c1nnn(C)n1)C1CCCCC1. Reaction SMILES: [CH2:46]1[O:47][CH2:48][CH2:49][CH2:50]1.[CH3:44][I:45].[F:1][C:2]([c:3]1[cH:4][c:5]([CH2:6][N:7]([c:8]2[n:9][n:10][n:11]([CH3:13])[n:12]2)[CH2:14][c:15]2[c:16]([CH:25]([OH:26])[CH:27]3[CH2:28][CH2:29][CH2:30][CH2:31][CH2:32]3)[cH:17][cH:18][c:19]([C:21]([F:22])([F:23])[F:24])[cH:20]2)[cH:33][c:34]([C:36]([F:37])([F:38])[F:39])[cH:35]1)([F:40])[F:41].[H-:42].[Na+:43]>>[F:1][C:2]([c:3]1[cH:4][c:5]([CH2:6][N:7]([c:8]2[n:9][n:10][n:11]([CH3:13])[n:12]2)[CH2:14][c:15]2[c:16]([CH:25]([O:26][CH3:44])[CH:27]3[CH2:28][CH2:29][CH2:30][CH2:31][CH2:32]3)[cH:17][cH:18][c:19]([C:21]([F:22])([F:23])[F:24])[cH:20]2)[cH:33][c:34]([C:36]([F:37])([F:38])[F:39])[cH:35]1)([F:40])[F:41]. The yield is 110.3%. The reactants are C(C)(C)OC1=C(C=C(C=C1)C(=O)N1CCC2(OC3=C(N4C2=CC=C4)C=CC=C3)CC1)C ((4-isopropoxy-3-methyl-phenyl)-spiro[piperidine-4,4′-pyrrolo[2,1-c][1,4]benzoxazine]-1-yl-methanone), ClN1C(CCC1=O)=O (1-chloropyrrolidine-2,5-dione), CSC (methylsulfanylmethane). The solvent is ClCCl (dichloromethane), C1(=CC=CC=C1)C (toluene), ClCCl (dichloromethane), ClCCl (dichloromethane). Reaction SMILES: ClN1C(=O)CCC1=O.[CH3:9][S:10][CH3:11].[CH:12]([O:15][C:16]1[CH:21]=[CH:20][C:19]([C:22]([N:24]2[CH2:41][CH2:40][C:27]3([C:32]4=[CH:33][CH:34]=C[N:31]4[C:30]4[CH:36]=[CH:37][CH:38]=[CH:39][C:29]=4[O:28]3)[CH2:26][CH2:25]2)=[O:23])=[CH:18][C:17]=1[CH3:42])([CH3:14])[CH3:13]>ClCCl.C1(C)C=CC=CC=1>[CH:12]([O:15][C:16]1[CH:21]=[CH:20][C:19]([C:22]([N:24]2[CH2:41][CH2:40][C:27]3([O:28][C:29]4[CH:39]=[CH:38][CH:37]=[CH:36][C:30]=4[N:31]4[C:9]([S:10][CH3:11])=[CH:34][CH:33]=[C:32]34)[CH2:26][CH2:25]2)=[O:23])=[CH:18][C:17]=1[CH3:42])([CH3:14])[CH3:13]. Reported procedure: A solution of 1-chloropyrrolidine-2,5-dione (92 mg, 0.70 mmol) in dry dichloromethane (3.2 mL) was added dropwise at −10° C. to a solution of methylsulfanylmethane (82 μL, 1.1 mmol) in dry dichloromethane (800 μL) over a period of 5 minutes. The reaction was allowed to warm to room temperature and was stirred for 30 minutes. The mixture was then cooled to −55° C. and a solution of (4-isopropoxy-3-methyl-phenyl)-spiro[piperidine-4,4′-pyrrolo[2,1-c][1,4]benzoxazine]-1-yl-methanone (210 mg, 0.49 mm... Run at time 30 minute. Yields the product C(C)(C)OC1=C(C=C(C=C1)C(=O)N1CCC2(CC1)C=1N(C3=C(O2)C=CC=C3)C(=CC1)SC)C ((4-isopropoxy-3-methylphenyl)(1-(methylthio)spiro[benzo[b]pyrrolo[1,2-d][1,4]oxazine-4,4′-piperidine]-1′-yl)methanone).